Dataset: the Open Reaction Database (ORD), a public repository of structured organic reaction records. Task: describe an organic reaction: reactants, conditions, products, and yield Reactants: O=C(O)c1cccnc1Cl, CCCc1c(OCc2cccc(N)c2)ccc(C(C)=O)c1O. Yields the product CCCc1c(OCc2cccc(Nc3ncccc3C(=O)O)c2)ccc(C(C)=O)c1O. Reaction SMILES: [Cl:1][c:2]1[c:3]([C:4](=[O:5])[OH:6])[cH:7][cH:8][cH:9][n:10]1.[NH2:11][c:12]1[cH:13][c:14]([CH2:15][O:16][c:17]2[c:18]([CH2:27][CH2:28][CH3:29])[c:19]([OH:26])[c:20]([C:23]([CH3:24])=[O:25])[cH:21][cH:22]2)[cH:30][cH:31][cH:32]1>>[c:2]1([NH:11][c:12]2[cH:13][c:14]([CH2:15][O:16][c:17]3[c:18]([CH2:27][CH2:28][CH3:29])[c:19]([OH:26])[c:20]([C:23]([CH3:24])=[O:25])[cH:21][cH:22]3)[cH:30][cH:31][cH:32]2)[c:3]([C:4](=[O:5])[OH:6])[cH:7][cH:8][cH:9][n:10]1. Starting materials: C1(CCC1)C1=CC(=C(C(N1)=O)CNC(OC(C)(C)C)=O)C (1,1-dimethylethyl [(6-cyclobutyl-4-methyl-2-oxo-1,2-dihydro-3pyridinyl)methyl]carbamate), Cl (HCl). Yields the product NCC=1C(NC(=CC1C)C1CCC1)=O (3-(aminomethyl)-6-cyclobutyl-4-methyl-2(1H)-pyridinone), Cl (HCl). Isolated yield 90.0%. Reaction SMILES: [CH:1]1([C:5]2[NH:10][C:9](=[O:11])[C:8]([CH2:12][NH:13]C(=O)OC(C)(C)C)=[C:7]([CH3:21])[CH:6]=2)[CH2:4][CH2:3][CH2:2]1.[ClH:22]>>[NH2:13][CH2:12][C:8]1[C:9](=[O:11])[NH:10][C:5]([CH:1]2[CH2:2][CH2:3][CH2:4]2)=[CH:6][C:7]=1[CH3:21].[ClH:22]. Procedure details: A solution of 1,1-dimethylethyl [(6-cyclobutyl-4-methyl-2-oxo-1,2-dihydro-3pyridinyl)methyl]carbamate (2.1 g, 7.2 mmol) in 4 N HCl (in 15 mL 1,4 dioxane) was heated to 60° C. for 1 h. The mixture was cooled to room temperature. The mixture was filtered and dried to give 3-(aminomethyl)-6-cyclobutyl-4-methyl-2(1H)-pyridinone as an HCl salt (1.95 g, 90%). LCMS MH+=193.1 1H NMR (400 MHz, DMSO-d6) δ 11.70 (br s, 1H), 8.01 (s, 3H), 6.04 (s, 1H), 3.74 (d, 2H), 3.32-3.39 (m, 1H), 2.22 (s, 3H), 2.17-2.2... The reactants are [Ag+], CC(C)=O, O=[N+]([O-])[O-], [Na+], O, O, Cc1ccc(S(=O)[O-])cc1, C=C(C)C(C(=O)OCc1ccc([N+](=O)[O-])cc1)N1C(=O)C(NC(=O)COc2ccccc2)C1SSc1nc2ccccc2s1. Yields the product C=C(C)C(C(=O)OCc1ccc([N+](=O)[O-])cc1)N1C(=O)C(NC(=O)COc2ccccc2)C1SS(=O)(=O)c1ccc(C)cc1. RXN SMILES: [Ag+:66].[CH3:57][C:58](=[O:59])[CH3:60].[N+:62]([O-:63])([O-:64])=[O:65].[Na+:56].[OH2:45].[OH2:61].[c:46]1([CH3:55])[cH:47][cH:48][c:49]([S:52](=[O:53])[O-:54])[cH:50][cH:51]1.[s:1]1[c:2]2[cH:3][cH:4][cH:5][cH:6][c:7]2[n:8][c:9]1[S:10][S:11][CH:12]1[CH:13]([NH:34][C:35]([CH2:36][O:37][c:38]2[cH:39][cH:40][cH:41][cH:42][cH:43]2)=[O:44])[C:14](=[O:33])[N:15]1[CH:16]([C:17](=[O:18])[O:19][CH2:20][c:21]1[cH:22][cH:23][c:24]([N+:27](=[O:28])[O-:29])[cH:25][cH:26]1)[C:30](=[CH2:31])[CH3:32]>>[S:11]([CH:12]1[CH:13]([NH:34][C:35]([CH2:36][O:37][c:38]2[cH:39][cH:40][cH:41][cH:42][cH:43]2)=[O:44])[C:14](=[O:33])[N:15]1[CH:16]([C:17](=[O:18])[O:19][CH2:20][c:21]1[cH:22][cH:23][c:24]([N+:27](=[O:28])[O-:29])[cH:25][cH:26]1)[C:30](=[CH2:31])[CH3:32])[S:52]([c:49]1[cH:48][cH:47][c:46]([CH3:55])[cH:51][cH:50]1)(=[O:53])=[O:54].